This data is from the Open Reaction Database (ORD), a public repository of structured organic reaction records. The task is: describe an organic reaction: reactants, conditions, products, and yield Reactants: O=C(Cl)OCCCl, CCOC(=N)N1Cc2ccccc2-c2ccccc2C1. Yields the product CCOC(=NC(=O)OCCCl)N1Cc2ccccc2-c2ccccc2C1. RXN SMILES: [Cl:21][C:22](=[O:23])[O:24][CH2:25][CH2:26][Cl:27].[cH:1]1[cH:2][cH:3][cH:4][c:5]2[c:11]1-[c:10]1[c:9]([cH:15][cH:14][cH:13][cH:12]1)[CH2:8][N:7]([C:16]([O:17][CH2:18][CH3:19])=[NH:20])[CH2:6]2>>[cH:1]1[cH:2][cH:3][cH:4][c:5]2[c:11]1-[c:10]1[c:9]([cH:15][cH:14][cH:13][cH:12]1)[CH2:8][N:7]([C:16]([O:17][CH2:18][CH3:19])=[N:20][C:22](=[O:23])[O:24][CH2:25][CH2:26][Cl:27])[CH2:6]2. The reactants are NC1=CC=C2C(C(=C(OC2=C1)C1=CC=C(C=C1)C(=O)OC)O)=O (methyl 7-amino-3-hydroxy-4'-flavonecarboxylate), CS(=O)(=O)Cl (methanesulfonic acid chloride). The solvent is C1=CC=CC=C1 (benzene). Conditions: temperature 0 celsius. Yields the product CS(=O)(=O)NC1=CC=C2C(C(=C(OC2=C1)C1=CC=C(C=C1)C(=O)OC)OS(=O)(=O)C)=O (methyl 7-methanesulfonamido-3-methanesulfonyloxy-4'-flavonecarboxylate). Reaction SMILES: [NH2:1][C:2]1[CH:11]=[C:10]2[C:5]([C:6](=[O:23])[C:7]([OH:22])=[C:8]([C:12]3[CH:17]=[CH:16][C:15]([C:18]([O:20][CH3:21])=[O:19])=[CH:14][CH:13]=3)[O:9]2)=[CH:4][CH:3]=1.[CH3:24][S:25](Cl)(=[O:27])=[O:26]>C1C=CC=CC=1>[CH3:24][S:25]([NH:1][C:2]1[CH:11]=[C:10]2[C:5]([C:6](=[O:23])[C:7]([O:22][S:25]([CH3:24])(=[O:27])=[O:26])=[C:8]([C:12]3[CH:13]=[CH:14][C:15]([C:18]([O:20][CH3:21])=[O:19])=[CH:16][CH:17]=3)[O:9]2)=[CH:4][CH:3]=1)(=[O:27])=[O:26]. Procedure details: 2.5 g of methyl 7-amino-3-hydroxy-4'-flavonecarboxylate are put in suspension in 25 cc of anhydrous benzene. The mixture is cooled to 0° C., and 10 cc of methanesulfonic acid chloride are added drop by drop. The mixture is stirred at ambient temperature until the reaction is complete. The reaction is checked by thin-layer chromatography (benzene (90)-dioxane (25)-acetic acid (4) elution solvent). The mixture is poured into 300 cc of ice water. The precipitate is filtered, washed with water and d...